From a dataset of the Open Reaction Database (ORD), a public repository of structured organic reaction records. describe an organic reaction: reactants, conditions, products, and yield Starting materials: Cl[Si](C)(C)C (chlorotrimethylsilane), N1(N=NC2=C1C=CC=C2)CNC2CCCCC2 (benzotriazol-1-ylmethyl-cyclohexylamine), BrC(C(=O)OCC)(F)F (ethyl bromodifluoroacetate). Reagents/catalysts: [Zn] (zinc). Solvent: O1CCCC1 (tetrahydrofuran), O1CCCC1 (tetrahydrofuran), O1CCCC1 (tetrahydrofuran). Run at time 5 minute. The product is C(C)OC(C(CNC1CCCCC1)(F)F)=O (3-cyclohexylamino-2,2-difluoropropionic acid ethyl ester). Isolated yield 35.1%. RXN SMILES: Cl[Si](C)(C)C.Br[C:7]([F:14])([F:13])[C:8]([O:10][CH2:11][CH3:12])=[O:9].[N:15]1([CH2:24]NC2CCCCC2)[C:19]2[CH:20]=[CH:21][CH:22]=[CH:23][C:18]=2N=N1>O1CCCC1.[Zn]>[CH2:11]([O:10][C:8](=[O:9])[C:7]([F:14])([F:13])[CH2:24][NH:15][CH:19]1[CH2:20][CH2:21][CH2:22][CH2:23][CH2:18]1)[CH3:12]. Procedure details: To a mixture of 13.7 g (0.21 g-atom) of zinc powder (325 mesh) and 200 mL of anhydrous tetrahydrofuran was added 20 mL (0.156 mole) of chlorotrimethylsilane in one portion. After stirring for 5 minutes, a solution of 20.4 mL (0.156 mole) of ethyl bromodifluoroacetate in 50 mL of tetrahydrofuran was added dropwise at a rate to maintain the internal temperature below 35 degrees. The mixture was stirred for 30 minutes and then cooled to −10 to 0 degrees. A solution of 40 g (0.174 mole) of benzotria... Solvent: C(CCC)O (butanol). Reported procedure: As described for example 112a, methyl-3,3,3-trifluoro-DL-lactate in butanol was reacted with hydrazine hydrate (1.2 equivalents) at rt for 16 h. The mixture was concentrated and the title compound was obtained as a light yellow oil (yield: 81%). MS: m/e=158.0 [M]+. The product is FC(C(C(=O)NN)O)(F)F ((rac.)-3,3,3-Trifluoro-2-hydroxy-propionic acid hydrazide), oil. Starting materials: COC(C(O)C(F)(F)F)=O (methyl-3,3,3-trifluoro-DL-lactate), O.NN (hydrazine hydrate). Yield: 81.0%. RXN SMILES: C[O:2][C:3](=O)[CH:4]([C:6]([F:9])([F:8])[F:7])[OH:5].O.[NH2:12][NH2:13]>C(O)CCC>[F:7][C:6]([F:9])([F:8])[CH:4]([OH:5])[C:3]([NH:12][NH2:13])=[O:2] |f:1.2|. Starting materials: CC(C)(C)OC(=O)N1CCC(N)C1, O=C(O)c1c[nH]c2c(-c3c(OCC4CC4)ccc4c3OCO4)ncnc12. The product is CC(C)(C)OC(=O)N1CCC(NC(=O)c2c[nH]c3c(-c4c(OCC5CC5)ccc5c4OCO5)ncnc23)C1. Reaction SMILES: [C:27]([CH3:28])([CH3:29])([CH3:30])[O:31][C:32](=[O:33])[N:34]1[CH2:35][CH:36]([NH2:39])[CH2:37][CH2:38]1.[CH:1]1([CH2:4][O:5][c:6]2[c:7](-[c:15]3[c:16]4[c:17]([n:18][cH:19][n:20]3)[c:21]([C:24](=[O:25])[OH:26])[cH:22][nH:23]4)[c:8]3[c:9]([cH:13][cH:14]2)[O:10][CH2:11][O:12]3)[CH2:2][CH2:3]1>>[CH:1]1([CH2:4][O:5][c:6]2[c:7](-[c:15]3[c:16]4[c:17]([n:18][cH:19][n:20]3)[c:21]([C:24](=[O:25])[NH:39][CH:36]3[CH2:35][N:34]([C:32]([O:31][C:27]([CH3:28])([CH3:29])[CH3:30])=[O:33])[CH2:38][CH2:37]3)[cH:22][nH:23]4)[c:8]3[c:9]([cH:13][cH:14]2)[O:10][CH2:11][O:12]3)[CH2:2][CH2:3]1. Starting materials: CC=1C=C2CCNC(C2=CC1C)=O (6,7-dimethyl-1-oxo-1,2,3,4-tetrahydro-isoquinoline), CC(C)([O-])C.[K+] (potassium tert.butoxide), ClCC1CN(CCC1)CCC1=CN=CC2=CC(=C(C=C12)OC)OC (3-chloromethyl-N-[2-(6,7-dimethoxy-isoquinol-4-yl)-ethyl]-piperidine). Procedure details: Prepared from 6,7-dimethyl-1-oxo-1,2,3,4-tetrahydro-isoquinoline in dimethylsulphoxide with potassium tert.butoxide and 3-chloromethyl-N-[2-(6,7-dimethoxy-isoquinol-4-yl)-ethyl]-piperidine analogously to Example 2. Solvent: CS(=O)C (dimethylsulphoxide). Yields the product Cl.Cl.COC=1C=C2C(=CN=CC2=CC1OC)CCN1CC(CCC1)CN1C(C2=CC(=C(C=C2CC1)C)C)=O (2-[(N-(2-(6,7-Dimethoxy-isoquinol-4-yl)-ethyl)-piperidin-3-yl)-methyl]-6,7-dimethyl-1-oxo-1,2,3,4-tetrahydro-isoquinoline-dihydrochloride). RXN SMILES: [CH3:1][C:2]1[CH:3]=[C:4]2[C:9](=[CH:10][C:11]=1[CH3:12])[C:8](=[O:13])[NH:7][CH2:6][CH2:5]2.CC(C)([O-])C.[K+].[Cl:20][CH2:21][CH:22]1[CH2:27][CH2:26][CH2:25][N:24]([CH2:28][CH2:29][C:30]2[C:39]3[C:34](=[CH:35][C:36]([O:42][CH3:43])=[C:37]([O:40][CH3:41])[CH:38]=3)[CH:33]=[N:32][CH:31]=2)[CH2:23]1>CS(C)=O>[ClH:20].[ClH:20].[CH3:41][O:40][C:37]1[CH:38]=[C:39]2[C:34](=[CH:35][C:36]=1[O:42][CH3:43])[CH:33]=[N:32][CH:31]=[C:30]2[CH2:29][CH2:28][N:24]1[CH2:25][CH2:26][CH2:27][CH:22]([CH2:21][N:7]2[CH2:6][CH2:5][C:4]3[C:9](=[CH:10][C:11]([CH3:12])=[C:2]([CH3:1])[CH:3]=3)[C:8]2=[O:13])[CH2:23]1 |f:1.2,5.6.7|. The reactants are COC(=O)c1nc(Br)cc(Br)c1O, ClCc1ccccc1, [H-], [Na+], CN(C)C=O, O. Product: COC(=O)c1nc(Br)cc(Br)c1OCc1ccccc1. Reaction SMILES: [Br:3][c:4]1[c:5]([OH:15])[c:6]([C:11](=[O:12])[O:13][CH3:14])[n:7][c:8]([Br:10])[cH:9]1.[Cl:16][CH2:17][c:18]1[cH:19][cH:20][cH:21][cH:22][cH:23]1.[H-:1].[Na+:2].[O:25]=[CH:26][N:27]([CH3:28])[CH3:29].[OH2:24]>>[Br:3][c:4]1[c:5]([O:15][CH2:17][c:18]2[cH:19][cH:20][cH:21][cH:22][cH:23]2)[c:6]([C:11](=[O:12])[O:13][CH3:14])[n:7][c:8]([Br:10])[cH:9]1. The reactants are COC1=C(C=CC(=C1)[N+](=O)[O-])C=1CCN(CC1)C(=O)OC(C)(C)C (tert-butyl 4-(2-methoxy-4-nitrophenyl)-3,6-dihydropyridine-1(2H)-carboxylate), C(C)O (ethanol). The reagents and catalysts are [Pd] (palladium on carbon). The solvent is C1CCOC1 (THF). Reaction conditions: time 3 hour. The product is NC1=CC(=C(C=C1)C1CCN(CC1)C(=O)OC(C)(C)C)OC (tert-butyl 4-(4-amino-2-methoxy-phenyl)piperidine-1-carboxylate). The yield is 97.3%. RXN SMILES: [CH3:1][O:2][C:3]1[CH:8]=[C:7]([N+:9]([O-])=O)[CH:6]=[CH:5][C:4]=1[C:12]1[CH2:13][CH2:14][N:15]([C:18]([O:20][C:21]([CH3:24])([CH3:23])[CH3:22])=[O:19])[CH2:16][CH:17]=1.C(O)C>[Pd].C1COCC1>[NH2:9][C:7]1[CH:6]=[CH:5][C:4]([CH:12]2[CH2:17][CH2:16][N:15]([C:18]([O:20][C:21]([CH3:22])([CH3:23])[CH3:24])=[O:19])[CH2:14][CH2:13]2)=[C:3]([O:2][CH3:1])[CH:8]=1. Procedure details: To a mixture of tert-butyl 4-(2-methoxy-4-nitrophenyl)-3,6-dihydropyridine-1(2H)-carboxylate (Preparation Example 412) (2.21 g), ethanol (40 mL) and THF (20 mL), 10% palladium on carbon (1.0 g) was added and stirred at room temperature for 3 hours under a hydrogen atmosphere at normal pressure. After filtration through celite, the filtrate was distilled off under reduced pressure to give tert-butyl 4-(4-amino-2-methoxy-phenyl)piperidine-1-carboxylate (1.97 g) as a gray solid. Starting materials: OC=1C=C(C(=O)OC)C=CC1OC (Methyl 3-hydroxy-4-methoxybenzoate), [Si](C)(C)(C(C)(C)C)Cl (tert-butyldimethylsilyl chloride), N1C=NC=C1 (imidazole), CN(C=O)C (dimethylformamide). The solvent is CCCCCC (hexane). The product is [Si](C)(C)(C(C)(C)C)OC=1C=C(C(=O)OC)C=CC1OC (methyl 3-tert-butyldimethylsilyloxy-4-methoxybenzoate). Reaction SMILES: [OH:1][C:2]1[CH:3]=[C:4]([CH:9]=[CH:10][C:11]=1[O:12][CH3:13])[C:5]([O:7][CH3:8])=[O:6].[Si:14](Cl)([C:17]([CH3:20])([CH3:19])[CH3:18])([CH3:16])[CH3:15].N1C=CN=C1.CN(C)C=O>CCCCCC>[Si:14]([O:1][C:2]1[CH:3]=[C:4]([CH:9]=[CH:10][C:11]=1[O:12][CH3:13])[C:5]([O:7][CH3:8])=[O:6])([C:17]([CH3:20])([CH3:19])[CH3:18])([CH3:16])[CH3:15]. Procedure: A mixture of methyl 3-hydroxy-4-methoxybenzoate (120 mg, 0.66 mmol, prepared in Step 1, above), tert-butyldimethylsilyl chloride: (109 mg, 0.72 mmol), imidazole (98 mg, 1.24 mmol) and dimethylformamide (DMF, 2 ml) was stirred at room temperature over night. Extractive workup with hexane gave 90 mg of methyl 3-tert-butyldimethylsilyloxy-4-methoxybenzoate. NMR(δ): 0.18 (s, 3H), 1.00 (s, 9H),3.88 (s, 3H), 3.89 (s, 3 H). RXN SMILES: [CH3:14][Si:15]([N-:16][Si:17]([CH3:18])([CH3:19])[CH3:20])([CH3:21])[CH3:22].[CH3:1][N:2]1[N:3]=[CH:4][c:5]2[c:6]([cH:10][cH:11][cH:12][cH:13]2)[CH2:7][C:8]1=[O:9].[CH3:24][c:25]1[cH:26][cH:27][cH:28][cH:29][cH:30]1.[CH3:52][C:53](=[O:54])[OH:55].[CH3:61][CH2:62][O:63][C:64]([CH3:65])=[O:66].[CH:31]([c:32]1[cH:33][c:34]([CH:35]([CH3:36])[CH3:37])[cH:38][c:39]([CH:40]([CH3:41])[CH3:42])[c:43]1[S:44](=[O:45])(=[O:46])[N:49]=[N+:50]=[N-:51])([CH3:47])[CH3:48].[K+:23].[O:56]1[CH2:57][CH2:58][CH2:59][CH2:60]1>>[CH3:1][N:2]1[N:3]=[CH:4][c:5]2[c:6]([cH:10][cH:11][cH:12][cH:13]2)[CH:7]([N:49]=[N+:50]=[N-:51])[C:8]1=[O:9]. Starting materials: C[Si](C)(C)[N-][Si](C)(C)C, CN1N=Cc2ccccc2CC1=O, Cc1ccccc1, CC(=O)O, CCOC(C)=O, CC(C)c1cc(C(C)C)c(S(=O)(=O)N=[N+]=[N-])c(C(C)C)c1, [K+], C1CCOC1. Yields the product CN1N=Cc2ccccc2C(N=[N+]=[N-])C1=O. Reactants: C(C)(C)(C)C1=C(C=C(C=C1)CC[C@@H](CC1CCCCC1)O)NC(CC1C2=CC=CC=C2OC=2C=CC=CC12)=O ((S)-N-[2-t-butyl-5-(4-cyclohexyl-3-hydroxybutyl)phenyl]-2-(9H-xanthen-9-yl)acetamide), C1(C=2C(C(=O)O1)=CC=CC2)=O (phthalic anhydride). Yields the product C(C=1C(C(=O)O)=CC=CC1)(=O)O[C@H](CC1CCCCC1)CCC1=CC(=C(C=C1)C(C)(C)C)NC(CC1C2=CC=CC=C2OC=2C=CC=CC12)=O ((S)-1-(2-{4-t-Butyl-3-[2-(9H-xanthen-9-yl)acetamido]phenyl}ethyl)-2-cyclohexylethyl hydrogen phthalate). Reaction SMILES: [C:1]([C:5]1[CH:10]=[CH:9][C:8]([CH2:11][CH2:12][C@H:13]([OH:21])[CH2:14][CH:15]2[CH2:20][CH2:19][CH2:18][CH2:17][CH2:16]2)=[CH:7][C:6]=1[NH:22][C:23](=[O:39])[CH2:24][CH:25]1[C:38]2[CH:37]=[CH:36][CH:35]=[CH:34][C:33]=2[O:32][C:31]2[C:26]1=[CH:27][CH:28]=[CH:29][CH:30]=2)([CH3:4])([CH3:3])[CH3:2].[C:40]1(=[O:50])[O:45][C:43](=[O:44])[C:42]2=[CH:46][CH:47]=[CH:48][CH:49]=[C:41]12>>[C:40]([O:21][C@@H:13]([CH2:12][CH2:11][C:8]1[CH:9]=[CH:10][C:5]([C:1]([CH3:4])([CH3:2])[CH3:3])=[C:6]([NH:22][C:23](=[O:39])[CH2:24][CH:25]2[C:26]3[CH:27]=[CH:28][CH:29]=[CH:30][C:31]=3[O:32][C:33]3[C:38]2=[CH:37][CH:36]=[CH:35][CH:34]=3)[CH:7]=1)[CH2:14][CH:15]1[CH2:16][CH2:17][CH2:18][CH2:19][CH2:20]1)(=[O:50])[C:41]1[C:42](=[CH:46][CH:47]=[CH:48][CH:49]=1)[C:43]([OH:45])=[O:44]. Procedure: Following a procedure similar to that described in Example 54, but using (S)-N-[2-t-butyl-5-(4-cyclohexyl-3-hydroxybutyl)phenyl]-2-(9H-xanthen-9-yl)acetamide (prepared as described in Example 102) and phthalic anhydride as starting materials, in relative proportions similar to those used in that Example, the title compound was obtained as a foam-like material. Reactants: Cl (HCl), CC(=O)C1=CC=C(C=C1)C(F)(F)F (4-(Trifluoromethyl) acetophenone), C=O (paraformaldehyde), Cl.CNC (dimethylamine hydrochloride). Solvent: CCO (EtOH). The product is Cl.CN(CCC(=O)C1=CC=C(C=C1)C(F)(F)F)C (3-Dimethylamino-1-(4-trifluoromethyl-phenyl)-propan-1-one hydrochloride). RXN SMILES: [CH3:1][C:2]([C:4]1[CH:9]=[CH:8][C:7]([C:10]([F:13])([F:12])[F:11])=[CH:6][CH:5]=1)=[O:3].[CH2:14]=O.[ClH:16].[CH3:17][NH:18][CH3:19].Cl>CCO>[ClH:16].[CH3:17][N:18]([CH3:14])[CH2:19][CH2:1][C:2]([C:4]1[CH:9]=[CH:8][C:7]([C:10]([F:11])([F:12])[F:13])=[CH:6][CH:5]=1)=[O:3] |f:2.3,6.7|. Reported procedure: 4-(Trifluoromethyl) acetophenone (4.97 g, 26.4 mmol), paraformaldehyde (1.586 g, 2 eq.), dimethylamine hydrochloride (3.23 g, 1.5 eq.) were mixed together in 7 ml of EtOH, treated with 0.08 ml of 37% HCl, and heated to reflux for 5 h. Cooling down to ambient temperature, filtration and washing with tiny amounts of cold EtOH delivered 4.59 g of the title compound as white crystals, mp. 128–142° C. (dec.).